From a dataset of the Open Reaction Database (ORD), a public repository of structured organic reaction records. describe an organic reaction: reactants, conditions, products, and yield Reactants: CC(C)(C)OC(=O)C(F)c1ccc(Oc2ccc(C(=O)NCCc3ccc(Cl)cc3)cc2)c(C#N)c1, ClCCl, O=C(O)C(F)(F)F. The product is N#Cc1cc(C(F)C(=O)O)ccc1Oc1ccc(C(=O)NCCc2ccc(Cl)cc2)cc1. Reaction SMILES: [Cl:1][c:2]1[cH:3][cH:4][c:5]([CH2:6][CH2:7][NH:8][C:9](=[O:10])[c:11]2[cH:12][cH:13][c:14]([O:15][c:16]3[c:17]([C:31]#[N:32])[cH:18][c:19]([CH:22]([C:23](=[O:24])[O:25][C:26]([CH3:27])([CH3:28])[CH3:29])[F:30])[cH:20][cH:21]3)[cH:33][cH:34]2)[cH:35][cH:36]1.[Cl:44][CH2:45][Cl:46].[F:37][C:38]([F:39])([F:40])[C:41]([OH:42])=[O:43]>>[Cl:1][c:2]1[cH:3][cH:4][c:5]([CH2:6][CH2:7][NH:8][C:9](=[O:10])[c:11]2[cH:12][cH:13][c:14]([O:15][c:16]3[c:17]([C:31]#[N:32])[cH:18][c:19]([CH:22]([C:23](=[O:24])[OH:25])[F:30])[cH:20][cH:21]3)[cH:33][cH:34]2)[cH:35][cH:36]1. Starting materials: O=C([O-])[O-], CCCC[N+](CCCC)(CCCC)CCCC, C1CCOC1, COc1ccc(C(C)C(=O)c2ccnc(C)c2)c(Cl)c1, [F-], C[Si](C)(C)C(F)(F)F, [Na+], [Na+], O, O, O. Yields the product COc1ccc(C(C)C(O)(c2ccnc(C)c2)C(F)(F)F)c(Cl)c1. Reaction SMILES: [C:50](=[O:51])([O-:52])[O-:53].[CH2:33]([N+:34]([CH2:35][CH2:36][CH2:37][CH3:38])([CH2:39][CH2:40][CH2:41][CH3:42])[CH2:43][CH2:44][CH2:45][CH3:46])[CH2:47][CH2:48][CH3:49].[CH2:56]1[O:57][CH2:58][CH2:59][CH2:60]1.[Cl:9][c:10]1[c:11]([CH:18]([C:19](=[O:20])[c:21]2[cH:22][c:23]([CH3:27])[n:24][cH:25][cH:26]2)[CH3:28])[cH:12][cH:13][c:14]([O:16][CH3:17])[cH:15]1.[F-:32].[F:1][C:2]([F:3])([F:4])[Si:5]([CH3:6])([CH3:7])[CH3:8].[Na+:54].[Na+:55].[OH2:29].[OH2:30].[OH2:31]>>[F:1][C:2]([F:3])([F:4])[C:19]([CH:18]([c:11]1[c:10]([Cl:9])[cH:15][c:14]([O:16][CH3:17])[cH:13][cH:12]1)[CH3:28])([OH:20])[c:21]1[cH:22][c:23]([CH3:27])[n:24][cH:25][cH:26]1. Reactants: CC(C(=O)NC1=CC(=CC=C1)C1CCN(CC1)CCCC(C1=CC=CC=C1)=O)C (2-methyl-N-{3-[1-(4-oxo-4-phenylbutyl)-4-piperidinyl]phenyl}propanamide), Cl.COC1=C(C=CC=C1)NN (1-(2-methoxyphenyl)hydrazine hydrochloride). Product: COC=1C=CC=C2C(=C(NC12)C1=CC=CC=C1)CCN1CCC(CC1)C=1C=C(C=CC1)NC(C(C)C)=O (N-(3-{1-[2-(7-METHOXY-2-PHENYL-1H-INDOL-3-YL)ETHYL]-4-PIPERIDINYL}PHENYL)-2-METHYLPROPANAMIDE). RXN SMILES: [CH3:1][CH:2]([CH3:29])[C:3]([NH:5][C:6]1[CH:11]=[CH:10][CH:9]=[C:8]([CH:12]2[CH2:17][CH2:16][N:15]([CH2:18][CH2:19][CH2:20][C:21](=O)[C:22]3[CH:27]=[CH:26][CH:25]=[CH:24][CH:23]=3)[CH2:14][CH2:13]2)[CH:7]=1)=[O:4].Cl.[CH3:31][O:32][C:33]1[CH:38]=[CH:37][CH:36]=[CH:35][C:34]=1[NH:39]N>>[CH3:31][O:32][C:33]1[CH:38]=[CH:37][CH:36]=[C:35]2[C:34]=1[NH:39][C:21]([C:22]1[CH:27]=[CH:26][CH:25]=[CH:24][CH:23]=1)=[C:20]2[CH2:19][CH2:18][N:15]1[CH2:16][CH2:17][CH:12]([C:8]2[CH:7]=[C:6]([NH:5][C:3](=[O:4])[CH:2]([CH3:29])[CH3:1])[CH:11]=[CH:10][CH:9]=2)[CH2:13][CH2:14]1 |f:1.2|. Procedure: Prepared by Procedure E and Scheme M using 2-methyl-N-{3-[1-(4-oxo-4-phenylbutyl)-4-piperidinyl]phenyl}propanamide and 1-(2-methoxyphenyl)hydrazine hydrochloride: ESMS m/e: 496.2 (M+H)+. Starting materials: O=C([O-])[O-], CCI, [K+], [K+], CN(C)C=O, CC(C)Oc1ccc(NC(=O)c2cc(S(=O)(=O)N3CCCCC3)ccc2O)cc1. The product is CCOc1ccc(S(=O)(=O)N2CCCCC2)cc1C(=O)Nc1ccc(OC(C)C)cc1. Reaction SMILES: [C:30](=[O:31])([O-:32])[O-:33].[I:36][CH2:37][CH3:38].[K+:34].[K+:35].[O:39]=[CH:40][N:41]([CH3:42])[CH3:43].[OH:1][c:2]1[c:3]([C:4](=[O:5])[NH:6][c:7]2[cH:8][cH:9][c:10]([O:13][CH:14]([CH3:15])[CH3:16])[cH:11][cH:12]2)[cH:17][c:18]([S:21](=[O:22])(=[O:23])[N:24]2[CH2:25][CH2:26][CH2:27][CH2:28][CH2:29]2)[cH:19][cH:20]1>>[O:1]([c:2]1[c:3]([C:4](=[O:5])[NH:6][c:7]2[cH:8][cH:9][c:10]([O:13][CH:14]([CH3:15])[CH3:16])[cH:11][cH:12]2)[cH:17][c:18]([S:21](=[O:22])(=[O:23])[N:24]2[CH2:25][CH2:26][CH2:27][CH2:28][CH2:29]2)[cH:19][cH:20]1)[CH2:37][CH3:38].